This data is from the Open Reaction Database (ORD), a public repository of structured organic reaction records. The task is: describe an organic reaction: reactants, conditions, products, and yield The reactants are BrC1=NC=CC(=C1)NC(C1=C(C=C(C=C1Cl)Cl)Cl)=O (N-(2-bromopyridin-4-yl)-2,4,6-trichlorobenzamide), N1=CN=C(C=C1)N (pyrimidin-4-amine), CC1(C2=C(C(=CC=C2)P(C3=CC=CC=C3)C4=CC=CC=C4)OC5=C(C=CC=C51)P(C6=CC=CC=C6)C7=CC=CC=C7)C (Xantphos), C(=O)([O-])[O-].[Cs+].[Cs+] (Cs2CO3). The reagents and catalysts are C=1C=CC(=CC1)/C=C/C(=O)/C=C/C2=CC=CC=C2.C=1C=CC(=CC1)/C=C/C(=O)/C=C/C2=CC=CC=C2.C=1C=CC(=CC1)/C=C/C(=O)/C=C/C2=CC=CC=C2.[Pd].[Pd] (Pd2(dba)3). Run in O1CCOCC1 (dioxane). Run at temperature 140 celsius. Yields the product ClC1=C(C(=O)NC2=CC(=NC=C2)NC2=NC=NC=C2)C(=CC(=C1)Cl)Cl (2,4,6-trichloro-N-(2-(pyrimidin-4-ylamino)pyridin-4-yl)benzamide). The yield is 58.9%. As a reaction SMILES: Br[C:2]1[CH:7]=[C:6]([NH:8][C:9](=[O:19])[C:10]2[C:15]([Cl:16])=[CH:14][C:13]([Cl:17])=[CH:12][C:11]=2[Cl:18])[CH:5]=[CH:4][N:3]=1.[N:20]1[CH:25]=[CH:24][C:23]([NH2:26])=[N:22][CH:21]=1.CC1(C)C2C(=C(P(C3C=CC=CC=3)C3C=CC=CC=3)C=CC=2)OC2C(P(C3C=CC=CC=3)C3C=CC=CC=3)=CC=CC1=2.C([O-])([O-])=O.[Cs+].[Cs+]>C1C=CC(/C=C/C(/C=C/C2C=CC=CC=2)=O)=CC=1.C1C=CC(/C=C/C(/C=C/C2C=CC=CC=2)=O)=CC=1.C1C=CC(/C=C/C(/C=C/C2C=CC=CC=2)=O)=CC=1.[Pd].[Pd].O1CCOCC1>[Cl:18][C:11]1[CH:12]=[C:13]([Cl:17])[CH:14]=[C:15]([Cl:16])[C:10]=1[C:9]([NH:8][C:6]1[CH:5]=[CH:4][N:3]=[C:2]([NH:26][C:23]2[CH:24]=[CH:25][N:20]=[CH:21][N:22]=2)[CH:7]=1)=[O:19] |f:3.4.5,6.7.8.9.10|. Procedure: A mixture of N-(2-bromopyridin-4-yl)-2,4,6-trichlorobenzamide (76 mg, 0.20 mmol), pyrimidin-4-amine (38 mg, 0.40 mmol), Pd2(dba)3 (18.3 mg, 0.020 mmol), Xantphos (23.3 mg, 0.040 mmol), Cs2CO3 (131 mg, 0.40 mmol), and dioxane (1.2 mL) was heated at 140° C. for 1 hour in a microwave reactor under nitrogen atmosphere. The mixture was filtered through Celite and concentrated under reduced pressure. The residue was purified by prep-HPLC (Gilson GX 281, Shim-pack PRC-ODS 250 mm×20 mm×2, gradient: CH3C... Reactants: C(=O)(OCC)C=1SC=C(N1)C(C)C (2-carboethoxy-4-(1-methylethyl)thiazole), C(C)O (ethyl alcohol), [BH4-].[Na+] (sodium borohydride). Run in O (water). Product: CC(C)C=1N=C(SC1)CO (4-(1-methylethyl)-2-thiazole methanol). Isolated yield 112.7%. RXN SMILES: [C:1]([C:6]1[S:7][CH:8]=[C:9]([CH:11]([CH3:13])[CH3:12])[N:10]=1)(OCC)=[O:2].C(O)C.[BH4-].[Na+]>O>[CH3:12][CH:11]([C:9]1[N:10]=[C:6]([CH2:1][OH:2])[S:7][CH:8]=1)[CH3:13] |f:2.3|. Procedure details: A solution of 4.5 g of 2-carboethoxy-4-(1-methylethyl)thiazole, 100 ml of ethyl alcohol and 1.1 g of sodium borohydride was heated to reflux for 4 hr. The reaction mixture was then condensed to one half of the original volume in vacuo, diluted with 150 ml of water and extracted with methylene chloride. The combined extracts were washed with water, dried (MgSO4) and condensed in vacuo to give 4.0 g of 4-(1-methylethyl)-2-thiazole methanol; m.p. 80°-82° C. The reactants are CCc1ccc(C(=O)c2ccc(F)cc2Br)cc1, C[O-], [Na+], CN(C)C=O, O. Yields the product CCc1ccc(C(=O)c2ccc(OC)cc2Br)cc1. RXN SMILES: [Br:4][c:5]1[c:6]([C:12](=[O:13])[c:14]2[cH:15][cH:16][c:17]([CH2:20][CH3:21])[cH:18][cH:19]2)[cH:7][cH:8][c:9]([F:11])[cH:10]1.[CH3:1][O-:2].[Na+:3].[O:23]=[CH:24][N:25]([CH3:26])[CH3:27].[OH2:22]>>[CH3:1][O:2][c:9]1[cH:8][cH:7][c:6]([C:12](=[O:13])[c:14]2[cH:15][cH:16][c:17]([CH2:20][CH3:21])[cH:18][cH:19]2)[c:5]([Br:4])[cH:10]1.